Task: describe an organic reaction: reactants, conditions, products, and yield. Dataset: the Open Reaction Database (ORD), a public repository of structured organic reaction records Run in C(Cl)Cl (methylene chloride). Reactants: [Si](C)(C)(C(C)(C)C)O[C@@H]1C[C@@H]2CC[C@H]3[C@@H]4C[C@H]5[C@H]([C@H](C)[C@]6(O5)CC[C@@H](C)CO6)[C@]4([C@@H]([C@@H]([C@@H]3[C@]2(CC1)C)O[Si](C)(C)C)O)C ((3β,5α,11β,12β,25R)-3-(t-butyldimethylsilyloxy)-11-(trimethylsilyloxy)spirostan-12-ol), N1=CC=CC=C1 (pyridine). Product: [Si](C)(C)(C(C)(C)C)O[C@@H]1C[C@@H]2CC[C@H]3[C@@H]4C[C@H]5[C@H]([C@H](C)[C@]6(O5)CC[C@@H](C)CO6)[C@]4(C([C@@H]([C@@H]3[C@]2(CC1)C)O[Si](C)(C)C)=O)C ((3β,5α,11β,25R)-3-(t-butyldimethylsilyloxy)-11-(trimethylsilyloxy)spirostan-12-one). Reaction SMILES: [Si:1]([O:8][C@H:9]1[CH2:35][CH2:34][C@@:33]2([CH3:36])[C@@H:11]([CH2:12][CH2:13][C@@H:14]3[C@@H:32]2[C@@H:31]([O:37][Si:38]([CH3:41])([CH3:40])[CH3:39])[C@@H:30]([OH:42])[C@@:29]2([CH3:43])[C@H:15]3[CH2:16][C@@H:17]3[O:22][C@@:21]4([O:28][CH2:27][C@H:25]([CH3:26])[CH2:24][CH2:23]4)[C@@H:19]([CH3:20])[C@@H:18]32)[CH2:10]1)([C:4]([CH3:7])([CH3:6])[CH3:5])([CH3:3])[CH3:2].N1C=CC=CC=1>C(Cl)Cl.[O-2].[O-2].[O-2].[Cr+6]>[Si:1]([O:8][C@H:9]1[CH2:35][CH2:34][C@@:33]2([CH3:36])[C@@H:11]([CH2:12][CH2:13][C@@H:14]3[C@@H:32]2[C@@H:31]([O:37][Si:38]([CH3:39])([CH3:40])[CH3:41])[C:30](=[O:42])[C@@:29]2([CH3:43])[C@H:15]3[CH2:16][C@@H:17]3[O:22][C@@:21]4([O:28][CH2:27][C@H:25]([CH3:26])[CH2:24][CH2:23]4)[C@@H:19]([CH3:20])[C@@H:18]32)[CH2:10]1)([C:4]([CH3:7])([CH3:5])[CH3:6])([CH3:3])[CH3:2] |f:3.4.5.6|. Reported procedure: (3β,5α,11β,12β,25R)-3-(t-butyldimethylsilyloxy)-11-(trimethylsilyloxy)spirostan-12-ol was oxidized with chromium trioxide and pyridine in methylene chloride according to the procedure described in Org. Syn., 1976, 55, 84 to give the title compound. The reagents and catalysts are [O-2].[O-2].[O-2].[Cr+6] (chromium trioxide). The reactants are CCOC1=CC(=O)CCC1, [Li]CCCC, CC(C)[N-]C(C)C, CC(C)NC(C)C, C[SiH](C)OC(CCI)C(C)(C)C, [Li+], C1CCOC1. Yields the product CCOC1=CC(=O)C(CCC(O[SiH](C)C)C(C)(C)C)CC1. As a reaction SMILES: [CH2:21]([CH3:22])[O:23][C:24]1=[CH:25][C:26](=[O:30])[CH2:27][CH2:28][CH2:29]1.[CH3:16][CH2:17][CH2:18][CH2:19][Li:20].[CH:1]([N-:2][CH:3]([CH3:4])[CH3:5])([CH3:6])[CH3:7].[CH:9]([NH:10][CH:11]([CH3:12])[CH3:13])([CH3:14])[CH3:15].[I:31][CH2:32][CH2:33][CH:34]([C:35]([CH3:36])([CH3:37])[CH3:38])[O:39][SiH:40]([CH3:41])[CH3:42].[Li+:8].[O:43]1[CH2:44][CH2:45][CH2:46][CH2:47]1>>[CH2:21]([CH3:22])[O:23][C:24]1=[CH:25][C:26](=[O:30])[CH:27]([CH2:32][CH2:33][CH:34]([C:35]([CH3:36])([CH3:37])[CH3:38])[O:39][SiH:40]([CH3:41])[CH3:42])[CH2:28][CH2:29]1.